From a dataset of the Open Reaction Database (ORD), a public repository of structured organic reaction records. describe an organic reaction: reactants, conditions, products, and yield Reactants: CC(C)(C)[O-], CI, CCC1(c2cccs2)OC(=O)Nc2ccc(Nc3ccc(F)c(Cl)c3)cc21, [K+], CN(C)C=O. Product: CCC1(c2cccs2)OC(=O)N(C)c2ccc(Nc3ccc(F)c(Cl)c3)cc21. As a reaction SMILES: [CH3:28][C:29]([CH3:30])([O-:31])[CH3:32].[CH3:34][I:35].[Cl:1][c:2]1[cH:3][c:4]([NH:9][c:10]2[cH:11][cH:12][c:13]3[c:14]([cH:27]2)[C:15]([c:20]2[s:21][cH:22][cH:23][cH:24]2)([CH2:25][CH3:26])[O:16][C:17](=[O:19])[NH:18]3)[cH:5][cH:6][c:7]1[F:8].[K+:33].[O:36]=[CH:37][N:38]([CH3:39])[CH3:40]>>[Cl:1][c:2]1[cH:3][c:4]([NH:9][c:10]2[cH:11][cH:12][c:13]3[c:14]([cH:27]2)[C:15]([c:20]2[s:21][cH:22][cH:23][cH:24]2)([CH2:25][CH3:26])[O:16][C:17](=[O:19])[N:18]3[CH3:28])[cH:5][cH:6][c:7]1[F:8]. The reactants are COC1=CC=[N+](C=C1)[O-] (4-methoxypiridine-N-oxide), ClC1=CC(=NC=C1)C#N (4-chloro-2-pyridinecarbonitrile). Product: COC1=CC(=NC=C1)C#N (4-Methoxy-2-pyridinecarbonitrile). As a reaction SMILES: [CH3:1][O:2][C:3]1[CH:8]=[CH:7][N+:6]([O-])=[CH:5][CH:4]=1.ClC1C=C[N:14]=[C:13](C#N)C=1>>[CH3:1][O:2][C:3]1[CH:8]=[CH:7][N:6]=[C:5]([C:13]#[N:14])[CH:4]=1. Reported procedure: The title compound was prepared from 4-methoxypiridine-N-oxide by using the procedure described for the preparation of 4-chloro-2-pyridinecarbonitrile.